This data is from the Open Reaction Database (ORD), a public repository of structured organic reaction records. The task is: describe an organic reaction: reactants, conditions, products, and yield Starting materials: [OH-].[K+] (potassium hydroxide), CO (CH3OH), N1C=C(C2=CC=CC=C12)C=O (Indole-3-carboxaldehyde), C(C)(C)(C)OC(OC(C)(C)C)=O (di-t-butylcarbonate). Reagents/catalysts: [Br-].C(CCC)[N+](CCCC)(CCCC)CCCC (tetrabutylammonium bromide). Solvent: O1CCCC1 (tetrahydrofuran). Product: C(C)(C)(C)OC(=O)N1C=C(C2=CC=CC=C12)C=O (1-(tert-Butyloxycarbonyl)-3-formylindole). Isolated yield 97.7%. Reaction SMILES: [NH:1]1[C:9]2[C:4](=[CH:5][CH:6]=[CH:7][CH:8]=2)[C:3]([CH:10]=[O:11])=[CH:2]1.[OH-].[K+].[C:14]([O:18][C:19](=O)[O:20]C(C)(C)C)([CH3:17])([CH3:16])[CH3:15].CO>O1CCCC1.[Br-].C([N+](CCCC)(CCCC)CCCC)CCC>[C:14]([O:18][C:19]([N:1]1[C:9]2[C:4](=[CH:5][CH:6]=[CH:7][CH:8]=2)[C:3]([CH:10]=[O:11])=[CH:2]1)=[O:20])([CH3:17])([CH3:16])[CH3:15] |f:1.2,6.7|. Reported procedure: Indole-3-carboxaldehyde (4.53 g, 30 mmol) was dissolved in tetrahydrofuran (100 mL) (dissolved at about 40° C.). Aqueous potassium hydroxide (1N, 30 mL) and tetrabutylammonium bromide (0.97 g, 3 mmol) were added. Then di-t-butylcarbonate (7.2 g, 33 mmol) was added (the temperature should not rise about 25° C.). The resulting mixture was stirred at room temperature until the starting material was not detected by TLC (CH2CL2 /CH3OH 9:1). The reaction mixture was separated, and the aqueous layer wa... Reactants: [Rh(COD)(R-1a)]BF4, C(C)(=O)NC(C(=O)O)=C (2-acetamidoacrylic acid). Run in CO (methanol). Conditions: time 1 hour. Yields the product C(C)(=O)N[C@@H](C(=O)O)C ((R)-2-acetamido-propanoic acid). RXN SMILES: [C:1]([NH:4][C:5](=[CH2:9])[C:6]([OH:8])=[O:7])(=[O:3])[CH3:2]>CO>[C:1]([NH:4][C@H:5]([CH3:9])[C:6]([OH:8])=[O:7])(=[O:3])[CH3:2]. Procedure details: A solution of [Rh(COD)(R-1a)]BF4 (27 μl, 1.8×10-4 mmol) (prepared in example 4) and 2-acetamidoacrylic acid (580 mg, 4.5 mmol) in 15 ml methanol was charged into a 50 ml autoclave under a nitrogen atmosphere. The autoclave was pressurized with 1350 KPa H2 and the hydrogenation was carried out at room temperature for 1 hour. A portion of the reacting mixture was analyzed by gas chromatography to determine product composition. 100% conversion and 94.0% e.e. for the (R)-2-acetamido-propanoic acid p... The reactants are Cc1ccc2[nH]c3c(c2c1)C(=O)CCC3, Fc1ccc(CBr)cc1, CN(C)C=O. Yields the product Cc1ccc2c(c1)c1c(n2Cc2ccc(F)cc2)CCCC1=O. As a reaction SMILES: [CH3:1][c:2]1[cH:3][c:4]2[c:5]3[c:10]([nH:11][c:12]2[cH:13][cH:14]1)[CH2:9][CH2:8][CH2:7][C:6]3=[O:15].[F:16][c:17]1[cH:18][cH:19][c:20]([CH2:21][Br:22])[cH:23][cH:24]1.[O:25]=[CH:26][N:27]([CH3:28])[CH3:29]>>[CH3:1][c:2]1[cH:3][c:4]2[c:5]3[c:10]([n:11]([CH2:21][c:20]4[cH:19][cH:18][c:17]([F:16])[cH:24][cH:23]4)[c:12]2[cH:13][cH:14]1)[CH2:9][CH2:8][CH2:7][C:6]3=[O:15]. Starting materials: ClC=1C=C(C=CC1)C=1OC(=CC1C=1C=C(C=C(C1)F)C#N)C(=O)N1CNC(C1)=O (3-{2-(3-Chlorophenyl)-5-[(4-oxoimidazolidin-1-yl)carbonyl]furan-3-yl}-5-fluorobenzenecarbonitrile), ClC=1C=C(C=CC1)C1=C(C=C(O1)C(=O)OCC)C1=CC(=CC(=C1)F)C#N (Ethyl 5-(3-chlorophenyl)-4-(3-cyano-5-fluorophenyl)furan-2-carboxylate). Product: ClC=1C=C(C=CC1)C=1OC(=CC1C=1C=C(C=C(C1)F)C#N)C(=O)N1CC(NCC1)=O (3-{2-(3-Chlorophenyl)-5-[(3-oxopiperazin-1-yl)carbonyl]furan-3-yl}-5-fluorobenzenecarbonitrile). Reaction SMILES: [Cl:1][C:2]1[CH:3]=[C:4]([C:8]2[O:9][C:10]([C:22]([N:24]3[CH2:28][C:27](=[O:29])[NH:26][CH2:25]3)=[O:23])=[CH:11][C:12]=2[C:13]2[CH:14]=[C:15]([C:20]#[N:21])[CH:16]=[C:17]([F:19])[CH:18]=2)[CH:5]=[CH:6][CH:7]=1.Cl[C:31]1C=C(C2OC(C(OCC)=O)=CC=2C2C=C(F)C=C(C#N)C=2)C=CC=1>>[Cl:1][C:2]1[CH:3]=[C:4]([C:8]2[O:9][C:10]([C:22]([N:24]3[CH2:31][CH2:25][NH:26][C:27](=[O:29])[CH2:28]3)=[O:23])=[CH:11][C:12]=2[C:13]2[CH:14]=[C:15]([C:20]#[N:21])[CH:16]=[C:17]([F:19])[CH:18]=2)[CH:5]=[CH:6][CH:7]=1. Reported procedure: The preparation of the title compound takes place in analogy to the synthesis of the compound from Example 32 starting with the compound from Example 16A. 39.5 mg (62% of theory) of the title compound are obtained. Starting materials: COC(=O)C1CC(N(C)C)CN1C(=O)OCc1ccccc1, CO, [H][H]. Product: COC(=O)C1CC(N(C)C)CN1. RXN SMILES: [CH3:1][O:2][C:3](=[O:4])[CH:5]1[N:6]([C:13]([O:14][CH2:15][c:16]2[cH:17][cH:18][cH:19][cH:20][cH:21]2)=[O:22])[CH2:7][CH:8]([N:10]([CH3:11])[CH3:12])[CH2:9]1.[CH3:25][OH:26].[H:23][H:24]>>[CH3:1][O:2][C:3](=[O:4])[CH:5]1[NH:6][CH2:7][CH:8]([N:10]([CH3:11])[CH3:12])[CH2:9]1. Starting materials: [Al+3], CCCCS, [H-], [H-], [H-], [H-], [Li+], [Na], CCCCCCCCC=CCCCCCCCCOS(=O)(=O)c1ccc(C)cc1. The product is CCCCCCCCC=CCCCCCCCCSCCCC. Reaction SMILES: [Al+3:37].[CH2:2]([CH2:3][CH2:4][CH3:5])[SH:6].[H-:36].[H-:39].[H-:40].[H-:41].[Li+:38].[Na:1].[O:7]([S:8]([c:9]1[cH:10][cH:11][c:12]([CH3:13])[cH:14][cH:15]1)(=[O:16])=[O:17])[CH2:18][CH2:19][CH2:20][CH2:21][CH2:22][CH2:23][CH2:24][CH2:25][CH:26]=[CH:27][CH2:28][CH2:29][CH2:30][CH2:31][CH2:32][CH2:33][CH2:34][CH3:35]>>[CH2:2]([CH2:3][CH2:4][CH3:5])[S:6][CH2:18][CH2:19][CH2:20][CH2:21][CH2:22][CH2:23][CH2:24][CH2:25][CH:26]=[CH:27][CH2:28][CH2:29][CH2:30][CH2:31][CH2:32][CH2:33][CH2:34][CH3:35].